Dataset: the Open Reaction Database (ORD), a public repository of structured organic reaction records. Task: describe an organic reaction: reactants, conditions, products, and yield The reactants are O (water), CC1N(CCC1)C1=CC=CC(=N1)NC=1C=2N(N=C(C1)C=1C=C(C=CC1)O)C=CN2 (3-(8-(6-(2-methylpyrrolidin-1-yl)pyridin-2-ylamino)imidazo[1,2-b]pyridazin-6-yl)phenol), C(=O)([O-])[O-].[K+].[K+] (K2CO3), CS(=O)(=O)OCCN(CC)CC (2-(diethylamino)ethyl methanesulfonate). Solvent: CN(C)C=O (DMF). Conditions: temperature 50 celsius. Product: C(C)N(CCOC=1C=C(C=CC1)C=1C=C(C=2N(N1)C=CN2)NC2=NC(=CC=C2)N2C(CCC2)C)CC (6-(3-(2-(diethylamino)ethoxy)phenyl)-N-(6-(2-methylpyrrolidin-1-yl)pyridin-2-yl)imidazo[1,2-b]pyridazin-8-amine). Yield: 37.1%. Reaction SMILES: [CH3:1][CH:2]1[CH2:6][CH2:5][CH2:4][N:3]1[C:7]1[N:12]=[C:11]([NH:13][C:14]2[C:15]3[N:16]([CH:27]=[CH:28][N:29]=3)[N:17]=[C:18]([C:20]3[CH:21]=[C:22]([OH:26])[CH:23]=[CH:24][CH:25]=3)[CH:19]=2)[CH:10]=[CH:9][CH:8]=1.C([O-])([O-])=O.[K+].[K+].CS(O[CH2:41][CH2:42][N:43]([CH2:46][CH3:47])[CH2:44][CH3:45])(=O)=O.O>CN(C=O)C>[CH2:42]([N:43]([CH2:46][CH3:47])[CH2:44][CH2:45][O:26][C:22]1[CH:21]=[C:20]([C:18]2[CH:19]=[C:14]([NH:13][C:11]3[CH:10]=[CH:9][CH:8]=[C:7]([N:3]4[CH2:4][CH2:5][CH2:6][CH:2]4[CH3:1])[N:12]=3)[C:15]3[N:16]([CH:27]=[CH:28][N:29]=3)[N:17]=2)[CH:25]=[CH:24][CH:23]=1)[CH3:41] |f:1.2.3|. Procedure details: To a mixture of 3-(8-(6-(2-methylpyrrolidin-1-yl)pyridin-2-ylamino)imidazo[1,2-b]pyridazin-6-yl)phenol (40 mg, 0.1 mmol) and K2CO3 (28 mg, 0.2 mmol) in DMF (5 mL) was added 2-(diethylamino)ethyl methanesulfonate (30 mg, 0.15 mmol). The mixture was heated at 50° C. for 15 h. After cooling, the mixture was poured into water and extracted with EtOAc (3×10 mL). The combined organic layers were washed with brine, dried over MgSO4, filtrated and concentrated. The residue was purified by chromatography... Starting materials: ice water, C(C)(=O)OCCCCCl (4-chlorobutyl acetate), OC1=CC=C(C(=O)OCC)C=C1 (ethyl 4-hydroxybenzoate), C([O-])([O-])=O.[K+].[K+] (potassium carbonate). The reagents and catalysts are [I-].[K+] (potassium iodide). Run in CN(C)C=O (DMF). Conditions: temperature 90 celsius, time 11 hour. The product is OCCCCOC1=CC=C(C(=O)O)C=C1 (4-(4′-hydroxybutoxy)benzoic acid). Yield: 89.5%. RXN SMILES: C([O:4][CH2:5][CH2:6][CH2:7][CH2:8]Cl)(=O)C.[OH:10][C:11]1[CH:21]=[CH:20][C:14]([C:15]([O:17]CC)=[O:16])=[CH:13][CH:12]=1.C(=O)([O-])[O-].[K+].[K+]>[I-].[K+].CN(C=O)C>[OH:4][CH2:5][CH2:6][CH2:7][CH2:8][O:10][C:11]1[CH:12]=[CH:13][C:14]([C:15]([OH:17])=[O:16])=[CH:20][CH:21]=1 |f:2.3.4,5.6|. Procedure: 276.6 g of 4-chlorobutyl acetate (1.8 mol) were added to a solution of 249 g of ethyl 4-hydroxybenzoate (1.5 mol), 3 g of potassium iodide (0.018 mol) and 248 g of potassium carbonate (1.8 mol) in 21 of DMF, and the mixture was stirred at 90° C. for 11 hours. The reaction mixture was poured into 5 l of ice-water, and the precipitate was filtered off with suction and washed with 41 of ice-water. The crude product was dissolved in 3 l of ethanol, potassium hydroxide (400 g) was added, and the mixt... The reactants are Cl (HCl), N(=O)[O-].[Na+] (NaNO2), NC=1C=C(SC1)C(=O)OC (methyl 4-aminothiophene-2-carboxylate), C(=O)([O-])[O-].[K+].[K+] (K2CO3), CNC (dimethylamine). Run in O (H2O), O (H2O). Reaction conditions: temperature 2.5 celsius, time 0.5 hour. The product is CN(C)N=NC=1C=C(SC1)C(=O)OC (Methyl 4-[(dimethylamino)diazenyl]thiophene-2-carboxylate). Isolated yield 10.8%. RXN SMILES: [NH2:1][C:2]1[CH:3]=[C:4]([C:7]([O:9][CH3:10])=[O:8])[S:5][CH:6]=1.Cl.[N:12]([O-])=O.[Na+].C([O-])([O-])=O.[K+].[K+].[CH3:22][NH:23][CH3:24]>O>[CH3:22][N:23]([N:12]=[N:1][C:2]1[CH:3]=[C:4]([C:7]([O:9][CH3:10])=[O:8])[S:5][CH:6]=1)[CH3:24] |f:2.3,4.5.6|. Procedure details: To a solution of methyl 4-aminothiophene-2-carboxylate (1.7 g, 10.82 mmol) and cone. HCl (4.6 mL, 43.5 mmol) in H2O (20 mL) was added NaNO2 (0.84 g, 12.17 mmol) in portions for 5 min at 0° C. After stirring for 0.5 h at 0-5° C., the reaction mixture was added to the solution of K2CO3 (5.8 g, 42 mmol) and dimethylamine (4.6 mL, 40%, 40.9 mmol) in H2O (30 mL) at 0° C. The mixture was stirred at 0-5° C. for 1 h and poured into ice cold water. The solution was extracted with chloroform (3×100 mL). T...